This data is from the Open Reaction Database (ORD), a public repository of structured organic reaction records. The task is: describe an organic reaction: reactants, conditions, products, and yield Reactants: C(C1=CC=CC=C1)Br (benzyl bromide), C(C)(C)(C)OC(=O)N1CC=2NC3=CC=CC=C3C2CC1 (2-tert-butyloxycarbonyl-1,2,3,4-tetrahydro-9H-pyrido[3,4-b]indole), [H-].[Na+] (sodium hydride). The solvent is C(C)(=O)OCC (ethyl acetate), CN(C)C=O (DMF), CN(C)C=O (DMF). Reaction conditions: time 2 hour. Yields the product C(C1=CC=CC=C1)N1C2=C(C3=CC=CC=C13)CCN(C2)C(=O)OC(C)(C)C (9-benzyl-2-tert-butyloxycarbonyl-1,2,3,4-tetrahydro-9H-pyrido[3,4-b]indole). Reaction SMILES: [C:1]([O:5][C:6]([N:8]1[CH2:20][CH2:19][C:18]2[C:17]3[C:12](=[CH:13][CH:14]=[CH:15][CH:16]=3)[NH:11][C:10]=2[CH2:9]1)=[O:7])([CH3:4])([CH3:3])[CH3:2].[H-].[Na+].[CH2:23](Br)[C:24]1[CH:29]=[CH:28][CH:27]=[CH:26][CH:25]=1>CN(C=O)C.C(OCC)(=O)C>[CH2:23]([N:11]1[C:12]2[C:17](=[CH:16][CH:15]=[CH:14][CH:13]=2)[C:18]2[CH2:19][CH2:20][N:8]([C:6]([O:5][C:1]([CH3:4])([CH3:2])[CH3:3])=[O:7])[CH2:9][C:10]1=2)[C:24]1[CH:29]=[CH:28][CH:27]=[CH:26][CH:25]=1 |f:1.2|. Reported procedure: A solution of 2-tert-butyloxycarbonyl-1,2,3,4-tetrahydro-9H-pyrido[3,4-b]indole(2.96 g, 10.9 mmol) in dry DMF (15 ml) was added dropwise to a slurry of sodium hydride (60% dispersion in oil/479 mg, 12.0 mmol) in dry DMF (15 ml) maintained under nitrogen at room temperature. After stirring for 45 minutes at room temperature benzyl bromide (1.3 ml, 10.9 mmol) was added dropwise. The reaction was stirred for a further 2 hours, diluted with ethyl acetate (75 ml), washed with brine (2×80 ml) and drie... Starting materials: BrCC1=CC=C(C=C1)SC (1-(bromomethyl)-4-(methylsulfanyl)benzene), commercial suspension, ClC1=C(C(=O)OC)C=CN=C1 (methyl 3-chloroisonicotinate). The reagents and catalysts are [Zn] (Zinc), C1=CC=C(C=C1)P(C2=CC=CC=C2)C3=CC=CC=C3.C1=CC=C(C=C1)P(C2=CC=CC=C2)C3=CC=CC=C3.[Cl-].[Cl-].[Ni+2] (bis(triphenylphosphine)nickel (II) chloride). Solvent: C1CCOC1 (THF), C1CCOC1 (THF), C1CCOC1 (THF). The product is [NH4+].[OH-] (NH4OH), CSC1=CC=C(CC2=C(C(=O)OC)C=CN=C2)C=C1 (Methyl 3-[4-(methylsulfanyl)benzyl]isonicotinate). RXN SMILES: Br[CH2:2][C:3]1[CH:8]=[CH:7][C:6]([S:9][CH3:10])=[CH:5][CH:4]=1.Cl[C:12]1[CH:21]=[N:20][CH:19]=[CH:18][C:13]=1[C:14]([O:16][CH3:17])=[O:15]>C1COCC1.[Zn].C1C=CC(P(C2C=CC=CC=2)C2C=CC=CC=2)=CC=1.C1C=CC(P(C2C=CC=CC=2)C2C=CC=CC=2)=CC=1.[Cl-].[Cl-].[Ni+2]>[NH4+:20].[OH-:15].[CH3:10][S:9][C:6]1[CH:7]=[CH:8][C:3]([CH2:2][C:12]2[CH:21]=[N:20][CH:19]=[CH:18][C:13]=2[C:14]([O:16][CH3:17])=[O:15])=[CH:4][CH:5]=1 |f:4.5.6.7.8,9.10|. Procedure: A solution of 1-(bromomethyl)-4-(methylsulfanyl)benzene (prepared according to D. D. M. Wayner, D. R. Arnold, Can J. Chem., 1984, 62, 1164) (2.54 g, 11.7 mmol) in THF (10 mL) was added dropwise to a slurry of Riecke® Zinc in THF (22.8 mL of a commercial suspension [5 g Zn/100 mL], 17.5 mmol) under nitrogen. During this time the temperature rose steadily to 35° C. After allowing the black slurry to cool to room temperature over 30 min bis(triphenylphosphine)nickel (II) chloride (762 mg, 1.17 mmol... Reactants: FC=1C=C(C=C(C1)OC(F)F)C1=CC(=NN1C1=CC(=NC=C1)Cl)C(=O)O (5-(3-Fluoro-5-difluoromethoxyphenyl)-1-(2-chloropyridin-4-yl)-1H-pyrazole-3-carboxylic acid), ClC=1C=C(C=C(C1)F)C1=CC(=NN1C=1C=NC=CC1)C(=O)N1CC(NCC1)=O (4-{[5-(3-Chloro-5-fluorophenyl)-1-(pyridin-3-yl)-1H-pyrazol-3-yl]carbonyl}piperazin-2-one), O=C1NCCNC1 (2-oxopiperazine). Product: ClC1=NC=CC(=C1)N1N=C(C=C1C1=CC(=CC(=C1)F)OC(F)F)C(=O)N1CC(NCC1)=O (4-({1-(2-Chloropyridin-4-yl)-5-[3-(difluoromethoxy)-5-fluorophenyl]-1H-pyrazol-3-yl}carbonyl)piperazin-2-one). Reaction SMILES: [F:1][C:2]1[CH:3]=[C:4]([C:12]2[N:16]([C:17]3[CH:22]=[CH:21][N:20]=[C:19]([Cl:23])[CH:18]=3)[N:15]=[C:14]([C:24]([OH:26])=O)[CH:13]=2)[CH:5]=[C:6]([O:8][CH:9]([F:11])[F:10])[CH:7]=1.ClC1C=C(C2N(C3C=NC=CC=3)N=C(C([N:48]3[CH2:53][CH2:52][NH:51][C:50](=[O:54])[CH2:49]3)=O)C=2)C=C(F)C=1.O=C1CNCCN1>>[Cl:23][C:19]1[CH:18]=[C:17]([N:16]2[C:12]([C:4]3[CH:3]=[C:2]([F:1])[CH:7]=[C:6]([O:8][CH:9]([F:10])[F:11])[CH:5]=3)=[CH:13][C:14]([C:24]([N:48]3[CH2:53][CH2:52][NH:51][C:50](=[O:54])[CH2:49]3)=[O:26])=[N:15]2)[CH:22]=[CH:21][N:20]=1. Reported procedure: 40 mg (0.10 mmol) of the compound of Example 53A is reacted analogously to the synthesis of the compound of Example 4 with 11 mg (0.11 mmol) of 2-oxopiperazine. 39 mg (80% of theory) of the title compound is obtained. The reactants are CCOC(=O)C(C)Br, O=C([O-])[O-], CN(C)C=O, Oc1ccc(Oc2cc(F)cc(F)c2)cc1, [K+], [K+]. The product is CCOC(=O)C(C)Oc1ccc(Oc2cc(F)cc(F)c2)cc1. Reaction SMILES: [Br:17][CH:18]([C:19](=[O:20])[O:21][CH2:22][CH3:23])[CH3:24].[C:25](=[O:26])([O-:27])[O-:28].[CH3:31][N:32]([CH3:33])[CH:34]=[O:35].[F:1][c:2]1[cH:3][c:4]([O:5][c:6]2[cH:7][cH:8][c:9]([OH:12])[cH:10][cH:11]2)[cH:13][c:14]([F:16])[cH:15]1.[K+:29].[K+:30]>>[F:1][c:2]1[cH:3][c:4]([O:5][c:6]2[cH:7][cH:8][c:9]([O:12][CH:18]([C:19](=[O:20])[O:21][CH2:22][CH3:23])[CH3:24])[cH:10][cH:11]2)[cH:13][c:14]([F:16])[cH:15]1.